From a dataset of the Open Reaction Database (ORD), a public repository of structured organic reaction records. describe an organic reaction: reactants, conditions, products, and yield Starting materials: O (water), NCCN (1,2-Diaminoethane), solution, C(C(C)C)[Al](CC(C)C)CC(C)C (tri-isobutylaluminium), ClC=1C=C(C(CNC(CC2=CC=C(OCC(=O)OC)C=C2)C)O)C=CC1 (methyl 4-[2-[(3-chloro-β-hydroxyphenethyl) amino]propyl]phenoxyacetate), hydrobromide salt. The solvent is CO (methanol), ClCCl (dichloromethane), C1(=CC=CC=C1)C (toluene), CCCCCC (hexane), C1(=CC=CC=C1)C (toluene). Run at time 0.5 hour. Yields the product Cl.Cl.ClC=1C=C(C=CC1)C(O)CNC(CC1=CC=C(C=C1)OCC=1NCCN1)C (3-Chloro-α-[[[2-[4-((4,5-dihydro-1H-2-imidazolyl)methyloxy)phenyl]-1-methylethyl]amino]methyl]benzenemethanol, dihydrochloride). As a reaction SMILES: [NH2:1][CH2:2][CH2:3][NH2:4].C([Al](CC(C)C)CC(C)C)C(C)C.[Cl:18][C:19]1[CH:20]=[C:21]([CH:41]=[CH:42][CH:43]=1)[CH:22]([OH:40])[CH2:23][NH:24][CH:25]([CH3:39])[CH2:26][C:27]1[CH:38]=[CH:37][C:30]([O:31][CH2:32][C:33](OC)=O)=[CH:29][CH:28]=1.O>C1(C)C=CC=CC=1.CCCCCC.CO.ClCCl>[ClH:18].[ClH:18].[Cl:18][C:19]1[CH:20]=[C:21]([CH:22]([CH2:23][NH:24][CH:25]([CH3:39])[CH2:26][C:27]2[CH:28]=[CH:29][C:30]([O:31][CH2:32][C:33]3[NH:1][CH2:2][CH2:3][N:4]=3)=[CH:37][CH:38]=2)[OH:40])[CH:41]=[CH:42][CH:43]=1 |f:8.9.10|. Procedure: 1,2-Diaminoethane (0.44 g) in dry toluene (50 ml) was added under nitrogen to a stirred 25% solution of tri-isobutylaluminium (6.5 mmole) in hexane at <10° C. The solution was allowed to attain ambient temperature and a solution of methyl 4-[2-[(3-chloro-β-hydroxyphenethyl) amino]propyl]phenoxyacetate (generated from 2 g of the hydrobromide salt) in toluene (20 ml) added and the mixture heated under reflux for 7 h. The reaction mixture was cooled and decomposed below -5° C. with a mixture of wat...